This data is from the Open Reaction Database (ORD), a public repository of structured organic reaction records. The task is: describe an organic reaction: reactants, conditions, products, and yield Starting materials: CC(C)=C=CBr, CCOC(=O)CC#N, CCO, [Na], O. The product is C#CC(C)(C)C(C#N)C(=O)OCC. As a reaction SMILES: [Br:10][CH:11]=[C:12]=[C:13]([CH3:14])[CH3:15].[C:1](#[N:2])[CH2:3][C:4](=[O:5])[O:6][CH2:7][CH3:8].[CH3:17][CH2:18][OH:19].[Na:9].[OH2:16]>>[C:1](#[N:2])[CH:3]([C:4](=[O:5])[O:6][CH2:7][CH3:8])[C:13]([C:12]#[CH:11])([CH3:14])[CH3:15]. Reactants: O1CCC(CC1)NC=1N=CC2=C(N1)CNCC2 (N-(tetrahydro-2H-pyran-4-yl)-5,6,7,8-tetrahydropyrido[3,4-d]pyrimidin-2-amine), TEA, CN(C)C=O (DMF), C(C)(C)(C)OC(=O)N1[C@@H](CCC1(C)C)[C@@H](C(=O)O)C1=C(C=C(C=C1)C(F)(F)F)F ((S)-2-((S)-1-(tert-butoxycarbonyl)-5,5-dimethylpyrrolidin-2-yl)-2-(2-fluoro-4-(trifluoromethyl)phenyl)acetic acid), C1=CC=CC=C1 (benzene), TEA, C1(=CC=CC=C1)P(=O)(C1=CC=CC=C1)N=[N+]=[N-] (diphenylphosphoryl azide). Run in O (water). Run at time 1 hour. Product: FC1=C(C=CC(=C1)C(F)(F)F)[C@@H]([C@@H]1CCC(N1C(=O)OC(C)(C)C)(C)C)NC(=O)N1CC=2N=C(N=CC2CC1)NC1CCOCC1 ((S)-tert-butyl 5-((S)-(2-fluoro-4-(trifluoromethyl)phenyl)(2-(tetrahydro-2H-pyran-4-ylamino)-5,6,7,8-tetrahydropyrido[3,4-d]pyrimidine-7-carboxamido)methyl)-2,2-dimethylpyrrolidine-1-carboxylate). The yield is 74.9%. RXN SMILES: [C:1]([O:5][C:6]([N:8]1[C:12]([CH3:14])([CH3:13])[CH2:11][CH2:10][C@H:9]1[C@H:15]([C:19]1[CH:24]=[CH:23][C:22]([C:25]([F:28])([F:27])[F:26])=[CH:21][C:20]=1[F:29])C(O)=O)=[O:7])([CH3:4])([CH3:3])[CH3:2].C1C=CC=CC=1.C1(P(N=[N+]=[N-])(C2C=CC=CC=2)=O)C=CC=CC=1.[O:53]1[CH2:58][CH2:57][CH:56]([NH:59][C:60]2[N:61]=[CH:62][C:63]3[CH2:69][CH2:68][NH:67][CH2:66][C:64]=3[N:65]=2)[CH2:55][CH2:54]1.C[N:71]([CH:73]=[O:74])C>O>[F:29][C:20]1[CH:21]=[C:22]([C:25]([F:26])([F:27])[F:28])[CH:23]=[CH:24][C:19]=1[C@H:15]([NH:71][C:73]([N:67]1[CH2:68][CH2:69][C:63]2[CH:62]=[N:61][C:60]([NH:59][CH:56]3[CH2:55][CH2:54][O:53][CH2:58][CH2:57]3)=[N:65][C:64]=2[CH2:66]1)=[O:74])[C@H:9]1[N:8]([C:6]([O:5][C:1]([CH3:4])([CH3:3])[CH3:2])=[O:7])[C:12]([CH3:14])([CH3:13])[CH2:11][CH2:10]1. Procedure: To a solution of 322 (0.341 g, 0.813 mmol) and benzene (8 mL) cooled 0° C. was added TEA (0.154 mL, 1.11 mmol) and diphenylphosphoryl azide (0.239 mL, 1.11 mmol) and the reaction stirred at RT for 1 h then refluxed for 3 h. The reaction was then cooled to RT and a solution of 28 (0.200 g, 0.739 mmol), TEA (0.154 mL, 1.11 mmol) and DMF (3 mL) was added, and stirred at RT for 18 h. The reaction was poured into water and extracted with DCM. The combined organic extracts were dried (MgSO4), filtered... The reactants are ClC=1C=C(C=CC1)C1C(=C(NC(=C1C(=O)OCCC#N)C)C(OC)OC)C(=O)OCC=CC1=CC=CC=C1 (3-(3-phenyl-2-propene-1-yl) 5-(2-cyanoethyl) 4-(3-chlorophenyl)-2-dimethoxylmethyl-6-methyl-1,4-dihydropyridine-3,5-dicarboxylate), Cl (hydrochloric acid). Run in CC(=O)C (acetone). Conditions: temperature 0 celsius, time 6 hour. The product is ClC=1C=C(C=CC1)C1C(=C(NC(=C1C(=O)OCCC#N)C)C=O)C(=O)OCC=CC1=CC=CC=C1 (3-(3-phenyl-2-propene-1-yl) 5-(2-cyanoethyl) 4-(3-chlorophenyl)-2-formyl-6-methyl-1,4-dihydropyridine 3,5-dicarboxylate). Reaction SMILES: [Cl:1][C:2]1[CH:3]=[C:4]([CH:8]2[C:13]([C:14]([O:16][CH2:17][CH2:18][C:19]#[N:20])=[O:15])=[C:12]([CH3:21])[NH:11][C:10]([CH:22](OC)[O:23]C)=[C:9]2[C:27]([O:29][CH2:30][CH:31]=[CH:32][C:33]2[CH:38]=[CH:37][CH:36]=[CH:35][CH:34]=2)=[O:28])[CH:5]=[CH:6][CH:7]=1.Cl>CC(C)=O>[Cl:1][C:2]1[CH:3]=[C:4]([CH:8]2[C:13]([C:14]([O:16][CH2:17][CH2:18][C:19]#[N:20])=[O:15])=[C:12]([CH3:21])[NH:11][C:10]([CH:22]=[O:23])=[C:9]2[C:27]([O:29][CH2:30][CH:31]=[CH:32][C:33]2[CH:34]=[CH:35][CH:36]=[CH:37][CH:38]=2)=[O:28])[CH:5]=[CH:6][CH:7]=1. Reported procedure: 1.82 g (3.38 mmol) of 3-(3-phenyl-2-propene-1-yl) 5-(2-cyanoethyl) 4-(3-chlorophenyl)-2-dimethoxylmethyl-6-methyl-1,4-dihydropyridine-3,5-dicarboxylate was dissolved in 12.7 ml of acetone. 1.27 ml of 6 N hydrochloric acid was added to the obtained solution, and they were stirred at 0° C. for 6 hours. Acetone was evaporated under reduced pressure, and then water was added to the residue. After the extraction with chloroform, the organic layer was successively washed with a saturated aqueous sodiu... Reactants: C(=O)(OC(C)(C)C)N1CC2=CC(=CC=C2C[C@H]1C(=O)OCC)OS(=O)(=O)C(F)(F)F (2-Boc-3(S)-carboethoxy-7-trifluoromethylsulfonyloxy-1,2,3,4-tetrahydroisoquinoline), C1(=CC=CC=C1)B(O)O (phenyl boronic acid). The product is C(=O)(OC(C)(C)C)N1CC2=CC(=CC=C2C[C@H]1C(=O)OCC)C1=CC=CC=C1 (2-Boc-3(S)-carboethoxy-7-phenyl-1,2,3,4-tetrahydroisoquinoline). Reaction SMILES: [C:1]([N:8]1[C@H:17]([C:18]([O:20][CH2:21][CH3:22])=[O:19])[CH2:16][C:15]2[C:10](=[CH:11][C:12](OS(C(F)(F)F)(=O)=O)=[CH:13][CH:14]=2)[CH2:9]1)([O:3][C:4]([CH3:7])([CH3:6])[CH3:5])=[O:2].[C:31]1(B(O)O)[CH:36]=[CH:35][CH:34]=[CH:33][CH:32]=1>>[C:1]([N:8]1[C@H:17]([C:18]([O:20][CH2:21][CH3:22])=[O:19])[CH2:16][C:15]2[C:10](=[CH:11][C:12]([C:31]3[CH:36]=[CH:35][CH:34]=[CH:33][CH:32]=3)=[CH:13][CH:14]=2)[CH2:9]1)([O:3][C:4]([CH3:5])([CH3:7])[CH3:6])=[O:2]. Reported procedure: The triflate from Step 2 was coupled with phenyl boronic acid following the procedure of Example 11 to give the title compound as an oil. Starting materials: C(CCC)C/1=CN(S\C1=N/C(=O)[C@@H]1C([C@@](CC1)(C(=O)O)C)(C)C)C(C)(C)C ((1R,3S)-3-({[(5Z)-4-butyl-2-tert-butylisothiazol-5(2H)-ylidene]amino}carbonyl)-1,2,2-trimethylcyclopentanecarboxylic acid), Cl.CNC (dimethylamine hydrochloride). Product: C(CCC)C/1=CN(S\C1=N/C(=O)[C@@H]1C([C@@](CC1)(C(=O)N(C)C)C)(C)C)C(C)(C)C ((1R,3S)—N3-[(5Z)-4-butyl-2-tert-butylisothiazol-5(2H)-ylidene]-N1,N1,1,2,2-pentamethylcyclopentane-1,3-dicarboxamide). As a reaction SMILES: [CH2:1]([C:5]1=[CH:6][N:7]([C:24]([CH3:27])([CH3:26])[CH3:25])[S:8]/[C:9]/1=[N:10]\[C:11]([C@H:13]1[CH2:17][CH2:16][C@@:15]([CH3:21])([C:18]([OH:20])=O)[C:14]1([CH3:23])[CH3:22])=[O:12])[CH2:2][CH2:3][CH3:4].Cl.[CH3:29][NH:30][CH3:31]>>[CH2:1]([C:5]1=[CH:6][N:7]([C:24]([CH3:26])([CH3:25])[CH3:27])[S:8]/[C:9]/1=[N:10]\[C:11]([C@H:13]1[CH2:17][CH2:16][C@@:15]([CH3:21])([C:18]([N:30]([CH3:31])[CH3:29])=[O:20])[C:14]1([CH3:22])[CH3:23])=[O:12])[CH2:2][CH2:3][CH3:4] |f:1.2|. Procedure details: The product from Example 181 and dimethylamine hydrochloride (Aldrich) were processed using the method described in Example 178 to afford the title compound. 1H NMR (DMSO-d6) δ 0.49 (s, 3H), 0.90 (t, J=7.3 Hz, 3H), 1.25 (s, 3H), 1.26 (s, 3H), 1.26-1.33 (m, 2H), 1.37-1.46 (m, 1H), 1.57 (s, 9H), 1.57-1.70 (m, 3H), 1.98-2.10 (m, 1H), 2.62-2.67 (m, 2H), 2.74-2.83 (m, 1H), 2.83 (s, 3H), 3.05 (s, 3H), 3.33-3.39 (m, 1H), 8.50 (s, 1H). MS (ESI+) m/z 422 (M+H)+. Anal. calcd. for C23H39N3O2S: C, 65.52; H,... Starting materials: S(=O)(=O)(O)[O-].C[S+](C)C (trimethylsulfonium hydrogen sulfate), [OH-].[Na+] (sodium hydroxide), ( i ), C[S+](C)C (trimethylsulfonium), P(=O)(O)(O)CNCC(=O)O (N-phosphonomethylglycine). Yields the product C([O-])(O)=O.C[S+](C)C (trimethylsulfonium bicarbonate), C([O-])([O-])=O (carbonate). RXN SMILES: [CH3:1][S+:2]([CH3:4])[CH3:3].P(CNC[C:12]([OH:14])=[O:13])(O)(O)=O.S([O-])(O)(=O)=[O:16].C[S+](C)C.[OH-:24].[Na+]>>[C:12](=[O:13])([OH:16])[O-:14].[CH3:1][S+:2]([CH3:4])[CH3:3].[C:12](=[O:13])([O-:24])[O-:14] |f:2.3,4.5,6.7|. Procedure details: A process for the manufacture of the trimethylsulfonium salt of N-phosphonomethylglycine which comprises (i) treating trimethylsulfonium hydrogen sulfate with sodium hydroxide to precipitate sodium sulfate (ii) bubbling carbon dioxide through the resultant aqueous solution of trimethylsulfonium hydroxide to form trimethylsulfonium bicarbonate or carbonate or a mixture thereof, (iii) removing the precipitated sodium sulfate either after stage (i) or stage (ii), (iv) optionally obtaining the trime... The reactants are 1d, COC(COC1=C2C(C(=C(NC2=C(C=C1)F)CC)CC1=CC=C(C=C1)Br)=O)=O ([3-(4-bromobenzyl)-2-ethyl-8-fluoro-4-oxo-1,4-dihydroquinolin-5-yloxy]acetic acid methyl ester), ClC(F)(F)OC(C)=O (acetic acid chlorodifluoromethyl ester). Product: COC(COC1=C2C(=C(C(=NC2=C(C=C1)F)CC)CC1=CC=C(C=C1)Br)OC(F)F)=O ([3-(4-bromobenzyl)-4-difluoromethoxy-2-ethyl-8-fluoroquinolin-5-yloxy]acetic acid methyl ester). RXN SMILES: [CH3:1][O:2][C:3](=[O:28])[CH2:4][O:5][C:6]1[CH:15]=[CH:14][C:13]([F:16])=[C:12]2[C:7]=1[C:8](=[O:27])[C:9]([CH2:19][C:20]1[CH:25]=[CH:24][C:23]([Br:26])=[CH:22][CH:21]=1)=[C:10]([CH2:17][CH3:18])[NH:11]2.Cl[C:30](OC(=O)C)([F:32])[F:31]>>[CH3:1][O:2][C:3](=[O:28])[CH2:4][O:5][C:6]1[CH:15]=[CH:14][C:13]([F:16])=[C:12]2[C:7]=1[C:8]([O:27][CH:30]([F:32])[F:31])=[C:9]([CH2:19][C:20]1[CH:21]=[CH:22][C:23]([Br:26])=[CH:24][CH:25]=1)[C:10]([CH2:17][CH3:18])=[N:11]2. Procedure: The title compound was prepared by the method of Preparation 1d using [3-(4-bromobenzyl)-2-ethyl-8-fluoro-4-oxo-1,4-dihydroquinolin-5-yloxy]acetic acid methyl ester and acetic acid chlorodifluoromethyl ester. The reactants are ClC=1C=C(C=NC1O)C(=O)O (5-chloro-6-hydroxy-3-pyridinecarboxylic acid), product, C1(=CC=CC=C1)C (toluene), IC(C)C (2-iodopropane), IC(C)C (2-iodopropane). Reagents/catalysts: C([O-])([O-])=O.[Ag+2] (silver carbonate). Conditions: time 3 day. The product is ClC=1C=C(C=NC1OC(C)C)C(=O)OC(C)C (1-Methylethyl 5-chloro-6-[(1-methylethyl)oxy]-3-pyridinecarboxylate). Reaction SMILES: [Cl:1][C:2]1[CH:3]=[C:4]([C:9]([OH:11])=[O:10])[CH:5]=[N:6][C:7]=1[OH:8].I[CH:13]([CH3:15])[CH3:14].[C:16]1(C)[CH:21]=CC=C[CH:17]=1>C(=O)([O-])[O-].[Ag+2]>[Cl:1][C:2]1[CH:3]=[C:4]([C:9]([O:11][CH:16]([CH3:21])[CH3:17])=[O:10])[CH:5]=[N:6][C:7]=1[O:8][CH:13]([CH3:15])[CH3:14] |f:3.4|. Procedure details: The 5-chloro-6-hydroxy-3-pyridinecarboxylic acid (1 g, 5.76 mmol) was suspended in toluene (200 ml) and treated with silver carbonate (3.97 g, 14.40 mmol) and 2-iodopropane (3.46 ml, 34.6 mmol) and stirred at RT in the dark for 3 days. LC/MS showed 2/3 product. Added 2-iodopropane (3 ml) and stirred for 24 hours. LC/MS showed 80% product. Added EtOAc (200 ml) and washed with water (200 ml)+sat. NaHCO3 (50 ml) followed by water (200 ml). Dried over MgSO4 and evaporated off the solvent to yield 1.... Starting materials: COCCOCOC1=C(C=C(C=C1)C1=CC2=C(C(=N1)C#N)N=CN2C)C(F)(F)F (6-(4-(2-Methoxy-ethoxymethoxy)-3-trifluoromethyl-phenyl)-1-methyl-1H-imidazo[4,5-c]pyridine-4-carbonitrile), Cl (HCl), [Cl-].[Na+] (sodium chloride). The solvent is C1CCOC1 (THF). Conditions: temperature 65 celsius. The product is OC1=C(C=C(C=C1)C1=CC2=C(C(=N1)C#N)N=CN2C)C(F)(F)F (6-(4-Hydroxy-3-trifluoromethyl-phenyl)-1-methyl-1H-imidazo[4,5-c]pyridine-4-carbonitrile). RXN SMILES: COCCOC[O:7][C:8]1[CH:13]=[CH:12][C:11]([C:14]2[N:19]=[C:18]([C:20]#[N:21])[C:17]3[N:22]=[CH:23][N:24]([CH3:25])[C:16]=3[CH:15]=2)=[CH:10][C:9]=1[C:26]([F:29])([F:28])[F:27].Cl.[Cl-].[Na+]>C1COCC1>[OH:7][C:8]1[CH:13]=[CH:12][C:11]([C:14]2[N:19]=[C:18]([C:20]#[N:21])[C:17]3[N:22]=[CH:23][N:24]([CH3:25])[C:16]=3[CH:15]=2)=[CH:10][C:9]=1[C:26]([F:29])([F:28])[F:27] |f:2.3|. Reported procedure: 6-(4-(2-Methoxy-ethoxymethoxy)-3-trifluoromethyl-phenyl)-1-methyl-1H-imidazo[4,5-c]pyridine-4-carbonitrile (7.5 g) was added to a mixed solvent of THF (300 ml) and 1M HCl (aq). The mixture was heated to 65° C. until the full disappearance of all starting material. After adding saturated sodium chloride solution (200 ml), the mixture was extracted with ethyl acetate (300 ml×3), and the combined organic layers were then dried over sodium sulphate, solvent was removed under reduced pressure, and th... The reactants are O=C1CCC(=O)N1Br, CN(C)C=O, O, Nc1nc2c(ncn2Cc2cccs2)c(=O)[nH]1. Yields the product Nc1nc2c(nc(Br)n2Cc2cccs2)c(=O)[nH]1. As a reaction SMILES: [Br:1][N:2]1[C:3](=[O:4])[CH2:5][CH2:6][C:7]1=[O:8].[O:26]=[CH:27][N:28]([CH3:29])[CH3:30].[OH2:31].[c:9]1([CH2:14][n:15]2[c:16]3[n:17][c:18]([NH2:25])[nH:19][c:20](=[O:24])[c:21]3[n:22][cH:23]2)[cH:10][cH:11][cH:12][s:13]1>>[Br:1][c:23]1[n:15]([CH2:14][c:9]2[cH:10][cH:11][cH:12][s:13]2)[c:16]2[n:17][c:18]([NH2:25])[nH:19][c:20](=[O:24])[c:21]2[n:22]1.